This data is from the Open Reaction Database (ORD), a public repository of structured organic reaction records. The task is: describe an organic reaction: reactants, conditions, products, and yield Procedure: (4-Chloro-7-methoxyquinolin-6-yl)carbamic acid benzyl ester (1.58 g) was added to 1-methyl-2-pyrrolidone (5 ml), and then 3-fluoro-4-nitrophenol (0.87 g) and N,N-diisopropylethylamine (1.2 ml) were added and the mixture was heated and stirred at 130° C. for 6 hours. The reaction solution was poured into saturated aqueous sodium bicarbonate and extracted with ethyl acetate, and the organic layer was washed with saturated saline and dried over magnesium sulfate. The organic layer was concentrated ... The yield is 8.8%. Conditions: temperature 130 celsius, time 6 hour. The product is C(C1=CC=CC=C1)OC(NC=1C=C2C(=CC=NC2=CC1OC)OC1=CC(=C(C=C1)[N+](=O)[O-])F)=O ([4-(3-Fluoro-4-nitrophenoxy)-7-methoxyquinolin-6-yl]carbamic acid benzyl ester). As a reaction SMILES: [CH2:1]([O:8][C:9](=[O:24])[NH:10][C:11]1[CH:12]=[C:13]2[C:18](=[CH:19][C:20]=1[O:21][CH3:22])[N:17]=[CH:16][CH:15]=[C:14]2Cl)[C:2]1[CH:7]=[CH:6][CH:5]=[CH:4][CH:3]=1.[F:25][C:26]1[CH:27]=[C:28]([OH:35])[CH:29]=[CH:30][C:31]=1[N+:32]([O-:34])=[O:33].C(N(CC)C(C)C)(C)C.C(=O)(O)[O-].[Na+]>CN1CCCC1=O>[CH2:1]([O:8][C:9](=[O:24])[NH:10][C:11]1[CH:12]=[C:13]2[C:18](=[CH:19][C:20]=1[O:21][CH3:22])[N:17]=[CH:16][CH:15]=[C:14]2[O:35][C:28]1[CH:29]=[CH:30][C:31]([N+:32]([O-:34])=[O:33])=[C:26]([F:25])[CH:27]=1)[C:2]1[CH:7]=[CH:6][CH:5]=[CH:4][CH:3]=1 |f:3.4|. Starting materials: C([O-])(O)=O.[Na+] (sodium bicarbonate), FC=1C=C(C=CC1[N+](=O)[O-])O (3-fluoro-4-nitrophenol), C(C)(C)N(C(C)C)CC (N,N-diisopropylethylamine), C(C1=CC=CC=C1)OC(NC=1C=C2C(=CC=NC2=CC1OC)Cl)=O ((4-Chloro-7-methoxyquinolin-6-yl)carbamic acid benzyl ester). Run in CN1C(CCC1)=O (1-methyl-2-pyrrolidone). Reactants: COC(OC)OC, COC(=O)N1CCCC(=O)c2cc(C)cc(C)c21, CO. Product: COC(=O)N1CCCC(OC)(OC)c2cc(C)cc(C)c21. As a reaction SMILES: [CH3:19][O:20][CH:21]([O:22][CH3:23])[O:24][CH3:25].[CH3:1][c:2]1[cH:3][c:4]([CH3:18])[c:5]2[c:6]([cH:17]1)[C:7](=[O:16])[CH2:8][CH2:9][CH2:10][N:11]2[C:12](=[O:13])[O:14][CH3:15].[CH3:26][OH:27]>>[CH3:1][c:2]1[cH:3][c:4]([CH3:18])[c:5]2[c:6]([cH:17]1)[C:21]([O:22][CH3:23])([O:24][CH3:25])[CH2:8][CH2:9][CH2:10][N:11]2[C:12](=[O:13])[O:14][CH3:15].